This data is from the Open Reaction Database (ORD), a public repository of structured organic reaction records. The task is: describe an organic reaction: reactants, conditions, products, and yield Procedure details: An SiON passivation layer, e.g., 104 in FIGS. 1A and 1B, can be deposited in MOCVD mode using reactants SiCl4, NH3, N2O, or ozone appropriately diluted in a nitrogen carrier at approximately 650 C˜750 C. Such a layer could also be formed in ALD mode with cycles of SiCl4 at approximately 400 C˜450 C and NH3-N20-N2 or NH3-O3-N2 at approximately 650 C˜700 C while maintaining appropriate gas pressures of SiCl4, NH3, and N2O to achieve desired film composition at a slow deposition rate less than 0.1 ... Reactants: O=[O+][O-] (ozone), N#[N+][O-] (N2O), 1A, N (NH3), 1B, SiON, [Si](Cl)(Cl)(Cl)Cl (SiCl4). RXN SMILES: [Si:1]([Cl:5])([Cl:4])([Cl:3])[Cl:2].N.[N:7]#[N+:8][O-].[O:10]=[O+:11][O-:12]>>[Si:1]([Cl:5])([Cl:4])([Cl:3])[Cl:2].[NH3:7].[O:10]=[O+:11][O-:12].[N:7]#[N:8] |f:5.6.7|. Product: [Si](Cl)(Cl)(Cl)Cl (SiCl4), NH3-N20-N2, N.O=[O+][O-].N#N (NH3 O3 N2). Reactants: O (H2O), N1CCC(CC1)O (piperidin-4-ol), ClC1=NC=C(C=N1)CCC (2-chloro-5-propylpyrimidine), C(=O)([O-])[O-].[K+].[K+] (K2CO3). The solvent is CN(C)C=O (DMF). Conditions: time 15 hour. The product is C(CC)C=1C=NC(=NC1)N1CCC(CC1)O (1-(5-propylpyrimidin-2-yl)piperidin-4-ol). Isolated yield 97.9%. Reaction SMILES: [NH:1]1[CH2:6][CH2:5][CH:4]([OH:7])[CH2:3][CH2:2]1.Cl[C:9]1[N:14]=[CH:13][C:12]([CH2:15][CH2:16][CH3:17])=[CH:11][N:10]=1.C([O-])([O-])=O.[K+].[K+].O>CN(C=O)C>[CH2:15]([C:12]1[CH:11]=[N:10][C:9]([N:1]2[CH2:6][CH2:5][CH:4]([OH:7])[CH2:3][CH2:2]2)=[N:14][CH:13]=1)[CH2:16][CH3:17] |f:2.3.4|. Procedure details: A solution of piperidin-4-ol (5.549 g, 54.9 mmol), 2-chloro-5-propylpyrimidine (8.59 g, 54.9 mmol) and K2CO3 (22.75 g, 165 mmol) in DMF (54.9 mL) was heated to 90° C., where it stirred for 15 hrs. After this time, the reaction mixture was cooled to rt. Once at the prescribe temperature, H2O (80 mL) was added and the resulting mixture was extracted with EtOAc (3×16 mL). The combined organic layers were dried (MgSO4), filtered and then concentrated to yield a residue. The residue was purified by c...